Dataset: the Open Reaction Database (ORD), a public repository of structured organic reaction records. Task: describe an organic reaction: reactants, conditions, products, and yield The reactants are S(=O)(=O)([O-])[O-].[Ca+2] (calcium sulfate), C(CCC)N(CCCCC1=CC=C(C=C1)N)CCCCCCC (N-butyl-N-heptyl-4-aminobenzenebutanamine), CS(=O)(=O)Cl (methanesulfonyl chloride). The solvent is N1=CC=CC=C1 (pyridine). Run at temperature 15 celsius, time 8 hour. Yields the product C(CCC)N(CCCCC1=CC=C(C=C1)NS(=O)(=O)C)CCCCCCC (N-[4-[4-(butylheptylamino)butyl]phenyl]methanesulfonamide). Isolated yield 114.4%. Reaction SMILES: S([O-])([O-])(=O)=O.[Ca+2].[CH2:7]([N:11]([CH2:23][CH2:24][CH2:25][CH2:26][CH2:27][CH2:28][CH3:29])[CH2:12][CH2:13][CH2:14][CH2:15][C:16]1[CH:21]=[CH:20][C:19]([NH2:22])=[CH:18][CH:17]=1)[CH2:8][CH2:9][CH3:10].[CH3:30][S:31](Cl)(=[O:33])=[O:32]>N1C=CC=CC=1>[CH2:7]([N:11]([CH2:23][CH2:24][CH2:25][CH2:26][CH2:27][CH2:28][CH3:29])[CH2:12][CH2:13][CH2:14][CH2:15][C:16]1[CH:21]=[CH:20][C:19]([NH:22][S:31]([CH3:30])(=[O:33])=[O:32])=[CH:18][CH:17]=1)[CH2:8][CH2:9][CH3:10] |f:0.1|. Procedure: A 250 ml 3-neck round bottom flask fitted with a thermometer, addition funnel, and calcium sulfate drying tube was charged with 8.5 g (0.027 mol) of N-butyl-N-heptyl-4-aminobenzenebutanamine and 90 ml of dry pyridine. The reaction mixture was cooled to a temperature of about 10°-15° C. and 2.6 ml (0.034 mol) of methanesulfonyl chloride was added thereto while maintaining the temperature below approximate 15° C. The external ice bath was removed and the reaction mixture was stirred overnight at r... The reactants are ClC=1SC(=NN1)C(F)(F)F (2-chloro-5-trifluoromethyl-[1,3,4]thiadiazole), Cl.C(C1=CC=CC=C1)OC(=O)N1CCC(CC1)NC (4-methylamino-piperidine-1-carboxylic acid benzyl ester hydrochloride), C(C)(C)N(CC)C(C)C (diisopropylethylamine). Run in C(C)#N (acetonitrile), ClCCl (dichloromethane). Conditions: temperature 120 celsius, time 30 minute. Yields the product C(C1=CC=CC=C1)OC(=O)N1CCC(CC1)N(C=1SC(=NN1)C(F)(F)F)C (4-[Methyl-(5-trifluoromethyl-[1,3,4]thiadiazol-2-yl)-amino]-piperidine-1-carboxylic acid benzyl ester). Isolated yield 61.1%. Reaction SMILES: Cl[C:2]1[S:3][C:4]([C:7]([F:10])([F:9])[F:8])=[N:5][N:6]=1.Cl.[CH2:12]([O:19][C:20]([N:22]1[CH2:27][CH2:26][CH:25]([NH:28][CH3:29])[CH2:24][CH2:23]1)=[O:21])[C:13]1[CH:18]=[CH:17][CH:16]=[CH:15][CH:14]=1.C(N(C(C)C)CC)(C)C>C(#N)C.ClCCl>[CH2:12]([O:19][C:20]([N:22]1[CH2:27][CH2:26][CH:25]([N:28]([CH3:29])[C:2]2[S:3][C:4]([C:7]([F:10])([F:9])[F:8])=[N:5][N:6]=2)[CH2:24][CH2:23]1)=[O:21])[C:13]1[CH:18]=[CH:17][CH:16]=[CH:15][CH:14]=1 |f:1.2|. Procedure details: A mixture of 2-chloro-5-trifluoromethyl-[1,3,4]thiadiazole (0.70 g, 3.72 mmol) (prepared by a procedure similar to that described in DE 82/3218482), 4-methylamino-piperidine-1-carboxylic acid benzyl ester hydrochloride (1.06 g, 3.72 mmol) and diisopropylethylamine (1.60 ml, 9.30 mmol) in acetonitrile (10 ml) was stirred at 120° C. for 30 min., under microwave irradiation. After cooling to room temperature, the reaction mixture was diluted with dichloromethane and extracted with a 10% solution of... Starting materials: NN (Hydrazine), ice water, C(C)(=O)C(C(C(C)=O)C(C)=O)C(C)=O (1,1,2,2-tetraacetylethane), FC(OC1=CC=C(N)C=C1)(F)F (4-trifluoromethoxy aniline), CC(=O)O (AcOH). Run in CCO (EtOH). Yields the product CC1=NN=C(C=2C1=C(N(C2C)C2=CC=C(C=C2)OC(F)(F)F)C)C (1,4,5,7-tetramethyl-6-[4-(trifluoromethoxy)phenyl]-6H-pyrrolo[3,4-d]pyridazine). Reaction SMILES: [C:1]([CH:4]([C:12](=O)[CH3:13])[CH:5]([C:9](=O)[CH3:10])[C:6](=O)[CH3:7])(=O)[CH3:2].[F:15][C:16]([F:26])([F:25])[O:17][C:18]1[CH:24]=[CH:23][C:21]([NH2:22])=[CH:20][CH:19]=1.CC(O)=O.[NH2:31][NH2:32]>CCO>[CH3:2][C:1]1[C:4]2=[C:12]([CH3:13])[N:22]([C:21]3[CH:23]=[CH:24][C:18]([O:17][C:16]([F:25])([F:26])[F:15])=[CH:19][CH:20]=3)[C:9]([CH3:10])=[C:5]2[C:6]([CH3:7])=[N:32][N:31]=1. Procedure: A solution of 1,1,2,2-tetraacetylethane (250 mg, 1.26 mmol) and 4-trifluoromethoxy aniline (170 μL, 1.26 mmol) was refluxed in EtOH (5 mL)/AcOH (1%) for 48 h. Hydrazine (100 μL, 3.15 mmol) was added and the mixture was refluxed for 1 h. The reaction mixture was poured into ice water (50 mL). The resulting precipitate was filtered and dried under vacuum to afford 1,4,5,7-tetramethyl-6-[4-(trifluoromethoxy)phenyl]-6H-pyrrolo[3,4-d]pyridazine as a tan solid: 1H NMR (CDCl3, 500 MHz) δ 7.42 (d, 2H), ...